Dataset: the Open Reaction Database (ORD), a public repository of structured organic reaction records. Task: describe an organic reaction: reactants, conditions, products, and yield RXN SMILES: [C:24]([OH:25])(=[O:26])[CH3:27].[CH3:2][O:3][C:4]([CH:5]=[CH:6][c:7]1[cH:8][cH:9][c:10]2[c:11]([cH:22]1)[C:12](=[O:21])[NH:13][C:14]1([O:15]2)[CH2:16][CH2:17][NH:18][CH2:19][CH2:20]1)=[O:23].[CH3:39][OH:40].[ClH:1].[Na+:29].[OH-:28].[c:30]1([CH2:36][CH:37]=[O:38])[cH:31][cH:32][cH:33][cH:34][cH:35]1>>[CH3:2][O:3][C:4]([CH:5]=[CH:6][c:7]1[cH:8][cH:9][c:10]2[c:11]([cH:22]1)[C:12](=[O:21])[NH:13][C:14]1([O:15]2)[CH2:16][CH2:17][N:18]([CH2:37][CH2:36][c:30]2[cH:31][cH:32][cH:33][cH:34][cH:35]2)[CH2:19][CH2:20]1)=[O:23]. The product is COC(=O)C=Cc1ccc2c(c1)C(=O)NC1(CCN(CCc3ccccc3)CC1)O2. Starting materials: CC(=O)O, COC(=O)C=Cc1ccc2c(c1)C(=O)NC1(CCNCC1)O2, CO, Cl, [Na+], [OH-], O=CCc1ccccc1. Reactants: OC1=C(C=CC(=C1)O)N1N=C2C(=N1)C=CC=C2 (2-(2,4-dihydroxyphenyl)-2H-benzotriazole), C(CCCCCCC)OCC1CO1 (3-n-octyloxy-1,2-epoxypropane). The reagents and catalysts are [Br-].C(C)[P+](C1=CC=CC=C1)(C1=CC=CC=C1)C1=CC=CC=C1 (ethyltriphenylphosphonium bromide). The solvent is CN1C(CCC1)=O (N-methyl-2-pyrrolidone). Product: OC1=C(C=CC(=C1)OCC(COCCCCCCCC)O)N1N=C2C(=N1)C=CC=C2 (2-[2-Hydroxy-4-(3-n-octyloxy-2-hydroxypropoxy)phenyl]-2H-benzotriazole). As a reaction SMILES: [OH:1][C:2]1[CH:7]=[C:6]([OH:8])[CH:5]=[CH:4][C:3]=1[N:9]1[N:13]=[C:12]2[CH:14]=[CH:15][CH:16]=[CH:17][C:11]2=[N:10]1.[CH2:18]([O:26][CH2:27][CH:28]1[O:30][CH2:29]1)[CH2:19][CH2:20][CH2:21][CH2:22][CH2:23][CH2:24][CH3:25]>[Br-].C([P+](C1C=CC=CC=1)(C1C=CC=CC=1)C1C=CC=CC=1)C.CN1CCCC1=O>[OH:1][C:2]1[CH:7]=[C:6]([O:8][CH2:29][CH:28]([OH:30])[CH2:27][O:26][CH2:18][CH2:19][CH2:20][CH2:21][CH2:22][CH2:23][CH2:24][CH3:25])[CH:5]=[CH:4][C:3]=1[N:9]1[N:13]=[C:12]2[CH:14]=[CH:15][CH:16]=[CH:17][C:11]2=[N:10]1 |f:2.3|. Reported procedure: A mixture of 2-(2,4-dihydroxyphenyl)-2H-benzotriazole (7.0 grams, 0.031 mole), 3-n-octyloxy-1,2-epoxypropane (10.7 grams, 0.046 moles), N-methyl-2-pyrrolidone (40 ml) and ethyltriphenylphosphonium bromide (0.2 gram) was heated for four hours at 135°-150° C. The solvent and excess epoxide were then removed by distillation. The resulting residue was dissolved in methylene chloride, washed with hydrochloric acid, water and sodium chloride solution before passing through a silica gel column. The pro... Reactants: OC(C(=O)O)C1=C(C=CC=C1)Cl (Racemic 2-hydroxy-2-(2-chlorophenyl)acetic acid), C1(=CC=CC=C1)[C@@H]([C@H](CO)N)O ((1S, 2S)-(+)-1-phenyl-2-amino-1,3-propane-diol). The solvent is C(C)OC(C)=O (ethylacetate), O (water). The product is O[C@H](C(=O)[O-])C1=C(C=CC=C1)Cl ((S)-(+)-2-hydroxy-2-(2-chlorophenyl)acetate), C1(=CC=CC=C1)[C@@H]([C@H](CO)N)O ((1S, 2S)-(+)-1-phenyl 2-amino-1,3-propane-diol). RXN SMILES: [OH:1][CH:2]([C:6]1[CH:11]=[CH:10][CH:9]=[CH:8][C:7]=1[Cl:12])[C:3]([OH:5])=[O:4].[C:13]1([C@H:19]([OH:24])[C@@H:20]([NH2:23])[CH2:21][OH:22])[CH:18]=[CH:17][CH:16]=[CH:15][CH:14]=1>C(OC(=O)C)C.O>[OH:1][C@@H:2]([C:6]1[CH:11]=[CH:10][CH:9]=[CH:8][C:7]=1[Cl:12])[C:3]([O-:5])=[O:4].[C:13]1([C@H:19]([OH:24])[C@@H:20]([NH2:23])[CH2:21][OH:22])[CH:18]=[CH:17][CH:16]=[CH:15][CH:14]=1. Procedure: (The compound of the general formula (II)—wherein R1 is a hydroxy-methyl group, R2 is a phenyl group, R3 is a hydroxy group) Racemic 2-hydroxy-2-(2-chlorophenyl)acetic acid (20.0 g 107 mmol) was dissolved in 60 cm3 of ethylacetate saturated with water and (1S, 2S)-(+)-1-phenyl-2-amino-1,3-propane-diol (18.0 g 107.5 mmol) was added thereto and then the mixture was seed by a salt formed from (S)-(+)-2-hydroxy-2-(2-chlorophenyl)acetate and (1S, 2S)-(+)-1-phenyl 2-amino-1,3-propane-diol at room temp... Reactants: NC1=CC=C(C=C1)CN1C[C@H](N([C@H](C1)C)C(=O)OC(C)(C)C)C (1,1-Dimethylethyl (2R,6S)-4-[(4-aminophenyl)methyl]-2,6-dimethyl-1-piperazinecarboxylate), C=O (paraformaldehyde), C[O-].[Na+] (sodium methoxide), 23A, [BH4-].[Na+] (sodium borohydride), [BH4-].[Na+] (sodium borohydride). Reaction conditions: temperature 50 celsius. Yields the product C[C@H]1N([C@H](CN(C1)CC1=CC=C(C=C1)NC)C)C(=O)OC(C)(C)C (1,1-Dimethylethyl (2R,6S)-2,6-dimethyl-4-{[4-(methylamino)phenyl]methyl}-1-piperazinecarboxylate). As a reaction SMILES: [NH2:1][C:2]1[CH:7]=[CH:6][C:5]([CH2:8][N:9]2[CH2:14][C@H:13]([CH3:15])[N:12]([C:16]([O:18][C:19]([CH3:22])([CH3:21])[CH3:20])=[O:17])[C@H:11]([CH3:23])[CH2:10]2)=[CH:4][CH:3]=1.[BH4-].[Na+].[CH2:26]=O.C[O-].[Na+]>>[CH3:23][C@@H:11]1[CH2:10][N:9]([CH2:8][C:5]2[CH:6]=[CH:7][C:2]([NH:1][CH3:26])=[CH:3][CH:4]=2)[CH2:14][C@H:13]([CH3:15])[N:12]1[C:16]([O:18][C:19]([CH3:21])([CH3:20])[CH3:22])=[O:17] |f:1.2,4.5|. Procedure details: The title compound was prepared from 1,1-dimethylethyl (2R,6S)-4-[(4-aminophenyl)methyl]-2,6-dimethyl-1-piperazinecarboxylate (D28) using a method similar to that described for D23 in Description 23A although the reaction was heated at 50° C. for 48 h prior to addition of sodium borohydride then for 1 h after addition. Further paraformaldehyde (1 eq) and sodium methoxide (1 eq) were added; the reaction was heated at 50° C. for 12 h; further sodium borohydride (1 eq) was added and the reaction he... Reactants: ClC1=CC(=C(C=C1)C(C#N)(C)C)OC (2-(4-chloro-2-methoxy-phenyl)-2-methylpropionitrile), [H-].C(C(C)C)[Al+]CC(C)C (diisobutylaluminum hydride), C(C(O)C(O)C(=O)O)(=O)O (tartaric acid), C(C)(C)O (isopropanol). Run in C1(=CC=CC=C1)C (toluene), CCOCC (ether). Conditions: temperature -5 celsius, time 3 hour. Yields the product ClC1=CC(=C(C=C1)C(C=O)(C)C)OC (2-(4-chloro-methoxy-phenyl)-2-methylpropanal). As a reaction SMILES: [Cl:1][C:2]1[CH:7]=[CH:6][C:5]([C:8]([CH3:12])([CH3:11])[C:9]#N)=[C:4]([O:13][CH3:14])[CH:3]=1.[H-].C([Al+]CC(C)C)C(C)C.C([OH:28])(C)C.C(O)(=O)C(C(C(O)=O)O)O>C1(C)C=CC=CC=1.CCOCC>[Cl:1][C:2]1[CH:7]=[CH:6][C:5]([C:8]([CH3:12])([CH3:11])[CH:9]=[O:28])=[C:4]([O:13][CH3:14])[CH:3]=1 |f:1.2|. Procedure details: 29.7 g (163.7 mmol) of 4-chloro-2-methoxybenzylcyanide and 46.5 g (327.4 mmol) of methyl iodide in 260 ml DMF are mixed at 0° C. in portions with 13.2 g (327.4 mmol) of sodium hydride (60% in oil). It is stirred overnight and then mixed with water and ethyl acetate. The phases are separated, and the aqueous phase is extracted several times with ethyl acetate. It is washed with water and saturated sodium chloride solution, dried with sodium sulfate, and concentrated by evaporation in a vacuum. Af... The reactants are Cc1cc(N)cc([N+](=O)[O-])c1Br, CSc1sc(C(=N)NC(=O)OC(C)(C)C)cc1S(=O)(=O)c1cccc(B(O)O)c1, O=C([O-])[O-], Cc1ccccc1, CCO, [Na+], [Na+]. Yields the product CSc1sc(C(=N)NC(=O)OC(C)(C)C)cc1S(=O)(=O)c1cccc(-c2c(C)cc(N)cc2[N+](=O)[O-])c1. As a reaction SMILES: [Br:1][c:2]1[c:3]([CH3:12])[cH:4][c:5]([NH2:11])[cH:6][c:7]1[N+:8](=[O:9])[O-:10].[C:13]([CH3:14])([CH3:15])([CH3:16])[O:17][C:18]([NH:19][C:20](=[NH:21])[c:22]1[s:23][c:24]([S:39][CH3:40])[c:25]([S:27](=[O:28])(=[O:29])[c:30]2[cH:31][c:32]([B:36]([OH:37])[OH:38])[cH:33][cH:34][cH:35]2)[cH:26]1)=[O:41].[C:42](=[O:43])([O-:44])[O-:45].[CH3:48][c:49]1[cH:50][cH:51][cH:52][cH:53][cH:54]1.[CH3:55][CH2:56][OH:57].[Na+:46].[Na+:47]>>[c:2]1(-[c:32]2[cH:31][c:30]([S:27]([c:25]3[c:24]([S:39][CH3:40])[s:23][c:22]([C:20]([NH:19][C:18]([O:17][C:13]([CH3:14])([CH3:15])[CH3:16])=[O:41])=[NH:21])[cH:26]3)(=[O:28])=[O:29])[cH:35][cH:34][cH:33]2)[c:3]([CH3:12])[cH:4][c:5]([NH2:11])[cH:6][c:7]1[N+:8](=[O:9])[O-:10]. The reactants are O=S(=O)(Nc1ccnc(Cl)c1)c1ccc(Br)cc1, O=S(=O)(Cl)c1ccc(Br)c(F)c1, CC1CN(c2cncc(N)c2)CC(C)N1. Yields the product CC1CN(c2cncc(NS(=O)(=O)c3ccc(Br)c(F)c3)c2)CC(C)N1. Reaction SMILES: [Br:1][c:2]1[cH:3][cH:4][c:5]([S:6]([NH:7][c:8]2[cH:9][cH:10][n:11][c:12]([Cl:13])[cH:14]2)(=[O:15])=[O:16])[cH:17][cH:18]1.[Br:34][c:35]1[c:36]([F:45])[cH:37][c:38]([S:41](=[O:42])(=[O:43])[Cl:44])[cH:39][cH:40]1.[CH3:19][CH:20]1[CH2:21][N:22]([c:27]2[cH:28][c:29]([NH2:33])[cH:30][n:31][cH:32]2)[CH2:23][CH:24]([CH3:26])[NH:25]1>>[CH3:19][CH:20]1[CH2:21][N:22]([c:27]2[cH:28][c:29]([NH:33][S:41]([c:38]3[cH:37][c:36]([F:45])[c:35]([Br:34])[cH:40][cH:39]3)(=[O:42])=[O:43])[cH:30][n:31][cH:32]2)[CH2:23][CH:24]([CH3:26])[NH:25]1. Starting materials: O=C(Cl)c1ccccc1, CCOCC, Nc1c(Cl)ncnc1Cl. The product is O=C(Nc1c(Cl)ncnc1Cl)c1ccccc1. RXN SMILES: [C:10]([c:11]1[cH:12][cH:13][cH:14][cH:15][cH:16]1)(=[O:17])[Cl:18].[CH3:19][CH2:20][O:21][CH2:22][CH3:23].[NH2:1][c:2]1[c:3]([Cl:9])[n:4][cH:5][n:6][c:7]1[Cl:8]>>[NH:1]([c:2]1[c:3]([Cl:9])[n:4][cH:5][n:6][c:7]1[Cl:8])[C:10]([c:11]1[cH:12][cH:13][cH:14][cH:15][cH:16]1)=[O:17]. Reactants: Cl, CCOC(=O)c1cn(-c2ccc(F)cc2F)c2nc(N3CCC(N)C3)c(F)cc2c1=O. Product: Cl, NC1CCN(c2nc3c(cc2F)c(=O)c(C(=O)O)cn3-c2ccc(F)cc2F)C1. As a reaction SMILES: [ClH:32].[NH2:1][CH:2]1[CH2:3][N:4]([c:7]2[c:8]([F:31])[cH:9][c:10]3[c:11](=[O:30])[c:12]([C:25](=[O:26])[O:27][CH2:28][CH3:29])[cH:13][n:14](-[c:17]4[c:18]([F:24])[cH:19][c:20]([F:23])[cH:21][cH:22]4)[c:15]3[n:16]2)[CH2:5][CH2:6]1>>[ClH:32].[NH2:1][CH:2]1[CH2:3][N:4]([c:7]2[c:8]([F:31])[cH:9][c:10]3[c:11](=[O:30])[c:12]([C:25](=[O:26])[OH:27])[cH:13][n:14](-[c:17]4[c:18]([F:24])[cH:19][c:20]([F:23])[cH:21][cH:22]4)[c:15]3[n:16]2)[CH2:5][CH2:6]1. The product is O=C1CN(c2nncc3cc(Br)ccc23)CCN1. As a reaction SMILES: [Br:1][c:2]1[cH:3][c:4]2[cH:5][n:6][n:7][c:8]([Cl:12])[c:9]2[cH:10][cH:11]1.[C:20](=[O:21])([O-:22])[O-:23].[CH3:26][C:27]#[N:28].[K+:24].[K+:25].[NH:13]1[C:14](=[O:19])[CH2:15][NH:16][CH2:17][CH2:18]1>>[Br:1][c:2]1[cH:3][c:4]2[cH:5][n:6][n:7][c:8]([N:16]3[CH2:15][C:14](=[O:19])[NH:13][CH2:18][CH2:17]3)[c:9]2[cH:10][cH:11]1. The reactants are Clc1nncc2cc(Br)ccc12, O=C([O-])[O-], CC#N, [K+], [K+], O=C1CNCCN1.